Task: describe an organic reaction: reactants, conditions, products, and yield. Dataset: the Open Reaction Database (ORD), a public repository of structured organic reaction records The reactants are N1=C(C=C(C=C1C)C)C (2,4,6-collidine), CS(=O)(=O)Cl (methanesulfonyl chloride), ClC1=C2C(=NC(=N1)N(C(=O)OC(C)(C)C)C(=O)OC(C)(C)C)N(N=C2CC(CO)O)CC2=NC=C(C(=C2C)OC)C (di-tert-butyl {4-chloro-3-(2,3-dihydroxypropyl)-1-[(4-methoxy-3,5-dimethylpyridin-2-yl)methyl]-1H-pyrazolo[3,4-d]pyrimidin-6-yl}imidodicarbonate), ClC1=C2C(=NC(=N1)N(C(=O)OC(C)(C)C)C(=O)OC(C)(C)C)N(N=C2CCC=O)CC2=NC=C(C(=C2C)OC)C (Di-tert-butyl {4-chloro-1-[(4-methoxy-3,5-dimethylpyridin-2-yl)methyl]-3-(3-oxopropyl)-1H-pyrazolo[3,4-d]pyrimidin-6-yl}imidodicarbonate), Cl (hydrochloric acid). Run in ClCCl (dichloromethane), ClCCl (dichloromethane). Conditions: temperature 50 celsius, time 15 hour. The product is OC1CC=2C=3C(C(=NSCC13)N(C(=O)OC(C)(C)C)C(=O)OC(C)(C)C)=NN(N2)CC2=NC=C(C(=C2C)OC)C (Di-tert-butyl {8-hydroxy-2-[(4-methoxy-3,5-dimethylpyridin-2-yl)methyl]-2,7,8,9-tetrahydro-6-thia-1,2,3,5-tetraazabenzo[cd]azulen-4-yl}imidodicarbonate). Yield: 92.0%. As a reaction SMILES: [CH3:1][S:2](Cl)(=O)=O.ClC1N=C(N(C(OC(C)(C)C)=O)C(OC(C)(C)C)=O)[N:10]=[C:9]2[N:28]([CH2:36][C:37]3[C:42]([CH3:43])=[C:41]([O:44][CH3:45])[C:40]([CH3:46])=[CH:39][N:38]=3)[N:29]=[C:30]([CH2:31][CH:32]([OH:35])[CH2:33]O)[C:8]=12.ClC1N=[C:52]([N:54]([C:62]([O:64][C:65]([CH3:68])([CH3:67])[CH3:66])=[O:63])[C:55]([O:57][C:58]([CH3:61])([CH3:60])[CH3:59])=[O:56])[N:51]=C2N(CC3C(C)=C(OC)C(C)=CN=3)N=C(CCC=O)C=12.N1C(C)=CC(C)=CC=1C.Cl>ClCCl>[OH:35][CH:32]1[C:33]2[CH2:1][S:2][N:51]=[C:52]([N:54]([C:62]([O:64][C:65]([CH3:68])([CH3:67])[CH3:66])=[O:63])[C:55]([O:57][C:58]([CH3:60])([CH3:61])[CH3:59])=[O:56])[C:9]3=[N:10][N:28]([CH2:36][C:37]4[C:42]([CH3:43])=[C:41]([O:44][CH3:45])[C:40]([CH3:46])=[CH:39][N:38]=4)[N:29]=[C:30]([C:8]=23)[CH2:31]1. Reported procedure: A solution of methanesulfonyl chloride (73 μL) in dehydrated dichloromethane was added dropwise to a mixture composed of di-tert-butyl {4-chloro-3-(2,3-dihydroxypropyl)-1-[(4-methoxy-3,5-dimethylpyridin-2-yl)methyl]-1H-pyrazolo[3,4-d]pyrimidin-6-yl}imidodicarbonate of Step 7) of Example 1 (510 mg), 2,4,6-collidine (1.15 mL) and dehydrated dichloromethane (17 mL) under cooling in an ice bath, and then the mixture was stirred for 15 hours. 0.5 N hydrochloric acid was added to the reaction mixture,... The reactants are COC=1C=CC2=C(C=C(O2)C(=O)OCC)C1 (Ethyl 5-methoxybenzofuran carboxylate), solution. Run in ClCCl (dichlormethane), ClCCl (dichloromethane). Product: OC=1C=CC2=C(C=C(O2)C(=O)OCC)C1 (ethyl 5-hydroxybenzofuran carboxylate). RXN SMILES: C[O:2][C:3]1[CH:4]=[CH:5][C:6]2[O:10][C:9]([C:11]([O:13][CH2:14][CH3:15])=[O:12])=[CH:8][C:7]=2[CH:16]=1>ClCCl>[OH:2][C:3]1[CH:4]=[CH:5][C:6]2[O:10][C:9]([C:11]([O:13][CH2:14][CH3:15])=[O:12])=[CH:8][C:7]=2[CH:16]=1. Procedure details: Ethyl 5-methoxybenzofuran carboxylate (22.7 mmol) was dissolved in dichlormethane (20 ml) and a 1.0 M solution of boron tribromide methyl sulphide complex in dichloromethane (68.1 mmol) was added. The mixture was heated at reflux over night The solvent was evaporated under vacuo and the residue purified by flash chromatography to obtain ethyl 5-hydroxybenzofuran carboxylate as a white solid. Starting materials: CC(C)(C)OC(=O)NCCCn1c(S(C)(=O)=O)nc2cnc3cc(Br)ccc3c21, C1CCOC1, CC(C)(C)[O-], [K+], O. Product: CC(C)(C)OC(=O)N1CCCn2c1nc1cnc3cc(Br)ccc3c12. As a reaction SMILES: [Br:7][c:8]1[cH:9][cH:10][c:11]2[c:12]3[c:13]([cH:14][n:15][c:16]2[cH:17]1)[n:18][c:19]([S:32]([CH3:33])(=[O:34])=[O:35])[n:20]3[CH2:21][CH2:22][CH2:23][NH:24][C:25]([O:26][C:27]([CH3:28])([CH3:29])[CH3:30])=[O:31].[CH2:37]1[O:38][CH2:39][CH2:40][CH2:41]1.[CH3:1][C:2]([CH3:3])([O-:4])[CH3:5].[K+:6].[OH2:36]>>[Br:7][c:8]1[cH:9][cH:10][c:11]2[c:12]3[c:13]([cH:14][n:15][c:16]2[cH:17]1)[n:18][c:19]1[n:20]3[CH2:21][CH2:22][CH2:23][N:24]1[C:25]([O:26][C:27]([CH3:28])([CH3:29])[CH3:30])=[O:31]. Starting materials: CC(=O)[O-], COc1ccc(CSC(C)(C)C2(c3ccc(F)cc3F)CO2)cc1, [K+], C1COCCOCCOCCOCCOCCO1, O. Yields the product COc1ccc(CSC(C)(C)C(O)(CO)c2ccc(F)cc2F)cc1. RXN SMILES: [CH3:2][C:3]([O-:4])=[O:5].[F:6][c:7]1[c:8]([C:14]2([C:17]([CH3:18])([CH3:19])[S:20][CH2:21][c:22]3[cH:23][cH:24][c:25]([O:28][CH3:29])[cH:26][cH:27]3)[O:15][CH2:16]2)[cH:9][cH:10][c:11]([F:13])[cH:12]1.[K+:1].[O:30]1[CH2:31][CH2:32][O:33][CH2:34][CH2:35][O:36][CH2:37][CH2:38][O:39][CH2:40][CH2:41][O:42][CH2:43][CH2:44][O:45][CH2:46][CH2:47]1.[OH2:48]>>[OH:4][C:14]([c:8]1[c:7]([F:6])[cH:12][c:11]([F:13])[cH:10][cH:9]1)([CH2:16][OH:15])[C:17]([CH3:18])([CH3:19])[S:20][CH2:21][c:22]1[cH:23][cH:24][c:25]([O:28][CH3:29])[cH:26][cH:27]1. Reactants: NC(=O)CCl, Clc1ccc(-c2nc3cccnc3[nH]2)cc1, [H-], [Na+], O. The product is NC(=O)Cn1c(-c2ccc(Cl)cc2)nc2ncccc21. As a reaction SMILES: [Cl:19][CH2:20][C:21](=[O:22])[NH2:23].[Cl:3][c:4]1[cH:5][cH:6][c:7](-[c:10]2[n:11][c:12]3[c:13]([n:14][cH:15][cH:16][cH:17]3)[nH:18]2)[cH:8][cH:9]1.[H-:1].[Na+:2].[OH2:24]>>[Cl:3][c:4]1[cH:5][cH:6][c:7](-[c:10]2[n:11]([CH2:20][C:21](=[O:22])[NH2:23])[c:12]3[c:13]([n:14][cH:15][cH:16][cH:17]3)[n:18]2)[cH:8][cH:9]1.